The task is: describe an organic reaction: reactants, conditions, products, and yield. This data is from the Open Reaction Database (ORD), a public repository of structured organic reaction records. Starting materials: Cc1cc(Br)c2c(c1C)S(=O)(=O)NC(=O)N2, C, CO, O=C[O-], [NH4+], [Pd]. The product is Cc1ccc2c(c1C)S(=O)(=O)NC(=O)N2. RXN SMILES: [Br:1][c:2]1[cH:3][c:4]([CH3:16])[c:5]([CH3:15])[c:6]2[c:7]1[NH:8][C:9](=[O:14])[NH:10][S:11]2(=[O:12])=[O:13].[C:23].[CH3:21][OH:22].[CH:17]([O-:18])=[O:19].[NH4+:20].[Pd:24]>>[cH:2]1[cH:3][c:4]([CH3:16])[c:5]([CH3:15])[c:6]2[c:7]1[NH:8][C:9](=[O:14])[NH:10][S:11]2(=[O:12])=[O:13]. Yields the product ClC1=NC=NC(=C1[N+](=O)[O-])OC (4-chloro-6-methoxy-5-nitropyrimidine). Yield: 98.3%. Reactants: [N+](=O)([O-])C=1C(=NC=NC1Cl)Cl (5-nitro 4,6-dichloropyrimidine), CC[O-].[Na+] (sodium ethylate solution). As a reaction SMILES: [N+:1]([C:4]1[C:5]([Cl:11])=[N:6][CH:7]=[N:8][C:9]=1Cl)([O-:3])=[O:2].C[CH2:13][O-:14].[Na+]>>[Cl:11][C:5]1[C:4]([N+:1]([O-:3])=[O:2])=[C:9]([O:14][CH3:13])[N:8]=[CH:7][N:6]=1 |f:1.2|. Reported procedure: 100 g 5-nitro 4,6-dichloropyrimidine are heated in 1000 ml sodium ethylate solution (16.8 g sodium) for 10 hours to 50° C. Then the reaction mixture is evaporated under vacuum and the residue is stirred with water and vacuum treated. Subsequently, it is extracted several times with hot petroleum ether (boiling range 40° to 60° C.). After cooling, the crystals are vacuum treated and dried. 46 g 4-chloro-6-methoxy-5-nitropyrimidine are obtained having a melting point of 65° C.